From a dataset of the Open Reaction Database (ORD), a public repository of structured organic reaction records. describe an organic reaction: reactants, conditions, products, and yield Starting materials: S(=O)(Cl)Cl (Thionyl chloride), COC=1C=C(C=CC1OC)C[C@H](N)C(=O)O (3-(3,4-dimethoxyphenyl)-L-alanine), CO (MeOH), crude product. The solvent is C(Cl)Cl (CH2Cl2). RXN SMILES: S(Cl)(Cl)=O.[CH3:5][O:6][C:7]1[CH:8]=[C:9]([CH2:15][C@@H:16]([C:18]([OH:20])=[O:19])[NH2:17])[CH:10]=[CH:11][C:12]=1[O:13][CH3:14].[CH3:21]O>C(Cl)Cl>[CH3:21][O:19][C:18](=[O:20])[C@@H:16]([NH2:17])[CH2:15][C:9]1[CH:10]=[CH:11][C:12]([O:13][CH3:14])=[C:7]([O:6][CH3:5])[CH:8]=1. Procedure details: Thionyl chloride (3.2 g, 2.0 mL, 26.8 mmol) was added dropwise to a suspension 3-(3,4-dimethoxyphenyl)-L-alanine 1 (2.0 g, 8.9 mmol) in anhydrous MeOH (50 mL) at 0° C. under a nitrogen blanket. The mixture was slowly warmed to room temperature, then stirred for 72 hours. The solvent was removed under reduced pressure to provide a solid. The crude product was taken up in CH2Cl2, then washed with saturated NaHCO3 and saturated NaCl. The organic layer was dried over anhydrous Na2SO4, filtered and c... The yield is 93.0%. Conditions: time 72 hour. Yields the product COC([C@H](CC1=CC(=C(C=C1)OC)OC)N)=O ((S)-2-Amino-3-(3,4-dimethoxyphenyl)propionic acid methyl ester). Reactants: C1(=CC=CC=C1)COC1=C(C(=O)O)C=CC=C1 (2-(phenylmethoxy)benzoic acid), O([Si](C)(C)C(C)(C)C)C[C@@H](C)O ((2R)-1-(tert-butyldimethylsiloxy)propan-2-ol), Cl.CN(CCCN=C=NCC)C (1-(3-dimethylaminopropyl)3-ethylcarbodiimide hydrochloride). Reagents/catalysts: CN(C1=CC=NC=C1)C (4-(dimethylamino)pyridine). The solvent is ClCCl (dichloromethane), ClCCl (dichloromethane). Run at time 48 hour. The product is C1(=CC=CC=C1)COC1=C(C(=O)O[C@@H](CO[Si](C)(C)C(C)(C)C)C)C=CC=C1 ((1R)-1-Methyl-2-(tert-butyldimethylsiloxy)ethyl 2-(phenylmethoxy)benzoate). Isolated yield 29.1%. Reaction SMILES: [C:1]1([CH2:7][O:8][C:9]2[CH:17]=[CH:16][CH:15]=[CH:14][C:10]=2[C:11]([OH:13])=[O:12])[CH:6]=[CH:5][CH:4]=[CH:3][CH:2]=1.[O:18]([CH2:26][C@H:27](O)[CH3:28])[Si:19]([C:22]([CH3:25])([CH3:24])[CH3:23])([CH3:21])[CH3:20].Cl.CN(C)CCCN=C=NCC>CN(C)C1C=CN=CC=1.ClCCl>[C:1]1([CH2:7][O:8][C:9]2[CH:17]=[CH:16][CH:15]=[CH:14][C:10]=2[C:11]([O:13][C@H:27]([CH3:28])[CH2:26][O:18][Si:19]([C:22]([CH3:25])([CH3:24])[CH3:23])([CH3:21])[CH3:20])=[O:12])[CH:2]=[CH:3][CH:4]=[CH:5][CH:6]=1 |f:2.3|. Procedure details: To a solution of 2-(phenylmethoxy)benzoic acid (4.0 g, 17.5 mmol), (2R)-1-(tert-butyldimethylsiloxy)propan-2-ol (2.78 g, 14.6 mmol), and 4-(dimethylamino)pyridine (183 mg) in 100 mL of anhydrous dichloromethane, 1-(3-dimethylaminopropyl)3-ethylcarbodiimide hydrochloride (EDAC) (4.2 g, 17.5 mmol) was slowly added. The resulting mixture was stirred at room temperature for 48 hrs. The reaction mixture was diluted with dichloromethane and washed with 0.5N HCl twice followed by the addition of satura... Starting materials: CI (methyl iodide), C(CCC)[Li] (Butyllithium), C(C)(C)NC(C)C (diisopropylamine), O1CCC(CC1)C(=O)O (tetrahydropyran-4-carboxylic acid), resultant solution. Solvent: O1CCCC1 (tetrahydrofuran), O1CCCC1 (tetrahydrofuran). Reaction conditions: time 3.5 day. The product is CC1(CCOCC1)C(=O)O (4-Methyltetrahydropyran-4-carboxylic acid). RXN SMILES: [CH2:1]([Li])CCC.C(NC(C)C)(C)C.[O:13]1[CH2:18][CH2:17][CH:16]([C:19]([OH:21])=[O:20])[CH2:15][CH2:14]1.CI>O1CCCC1>[CH3:1][C:16]1([C:19]([OH:21])=[O:20])[CH2:17][CH2:18][O:13][CH2:14][CH2:15]1. Procedure: Butyllithium (21.1 ml, 33.8 mmol, 1.6 M in hexanes) was added dropwise over 10 minutes to a stirred solution of diisopropylamine (4.7 ml, 33.8 mmol) in anhydrous tetrahydrofuran (40 ml) under an atmosphere of nitrogen at <10° C. Upon addition, tetrahydropyran-4-carboxylic acid (J. Am. Chem. Soc., 1993, 115, 8407) was added in anhydrous tetrahydrofuran (20 ml) under nitrogen at <5° C. The mixture was stirred at room temperature for one hour after which methyl iodide (2.4 ml, 38.4 mmol) was added ... Reactants: NC=1C=C2NC(C(N(C2=CC1[N+](=O)[O-])C1CCCCC1)=O)=O (6-amino-1-cyclohexyl-7-nitro-2,3(1H,4H)-quinoxalinedione), COC1OC(CC1)OC (2,5-dimethoxytetrahydrofuran). The solvent is C(C)(=O)O (acetic acid), O (water). Yields the product C1(CCCCC1)N1C(C(NC2=CC(=C(C=C12)[N+](=O)[O-])N1C=CC=C1)=O)=O (1-Cyclohexyl-7-nitro-6-(1-pyrrolyl)-2,3(1H,4H)-quinoxalinedione). The yield is 6.8%. As a reaction SMILES: [NH2:1][C:2]1[CH:3]=[C:4]2[C:9](=[CH:10][C:11]=1[N+:12]([O-:14])=[O:13])[N:8]([CH:15]1[CH2:20][CH2:19][CH2:18][CH2:17][CH2:16]1)[C:7](=[O:21])[C:6](=[O:22])[NH:5]2.CO[CH:25]1[CH2:29][CH2:28][CH:27](OC)O1>C(O)(=O)C.O>[CH:15]1([N:8]2[C:9]3[C:4](=[CH:3][C:2]([N:1]4[CH:25]=[CH:29][CH:28]=[CH:27]4)=[C:11]([N+:12]([O-:14])=[O:13])[CH:10]=3)[NH:5][C:6](=[O:22])[C:7]2=[O:21])[CH2:20][CH2:19][CH2:18][CH2:17][CH2:16]1. Reported procedure: 3.0 g (99 mmol) of 6-amino-1-cyclohexyl-7-nitro-2,3(1H,4H)-quinoxalinedione and 1.3 g (99 mmol) of 2,5-dimethoxytetrahydrofuran were refluxed in 70 ml of acetic acid for 30minutes. The mixture was then diluted with water, and the precipitate was filtered off with suction to yield 2.4 g (69%) of the product. Melting point 197° C. Starting materials: ClC=1C=CC(=C(C1)C1=CC(N(C=C1OC)C(C(=O)O)CC)=O)C#N (2-[4-(5-chloro-2-cyanophenyl)-5-methoxy-2-oxopyridin-1(2H)-yl]butanoic acid), ClC1=NNC2=CC=C(C=C12)N (3-chloro-1H-indazole-5-amine). The product is ClC=1C=CC(=C(C1)C1=CC(N(C=C1OC)C(C(=O)NC=1C=C2C(=NNC2=CC1)Cl)CC)=O)C#N (2-[4-(5-Chloro-2-cyanophenyl)-5-methoxy-2-oxopyridin-1(2H)-yl]-N-(3-chloro-1H-indazol-5-yl)butanamide), ClC1=NNC2=CC=C(C=C12)N (3-chloro-1H-indazole-5-amine). As a reaction SMILES: [Cl:1][C:2]1[CH:3]=[CH:4][C:5]([C:23]#[N:24])=[C:6]([C:8]2[C:13]([O:14][CH3:15])=[CH:12][N:11]([CH:16]([CH2:20][CH3:21])[C:17](O)=[O:18])[C:10](=[O:22])[CH:9]=2)[CH:7]=1.[Cl:25][C:26]1[C:34]2[C:29](=[CH:30][CH:31]=[C:32]([NH2:35])[CH:33]=2)[NH:28][N:27]=1>>[Cl:1][C:2]1[CH:3]=[CH:4][C:5]([C:23]#[N:24])=[C:6]([C:8]2[C:13]([O:14][CH3:15])=[CH:12][N:11]([CH:16]([CH2:20][CH3:21])[C:17]([NH:35][C:32]3[CH:33]=[C:34]4[C:29](=[CH:30][CH:31]=3)[NH:28][N:27]=[C:26]4[Cl:25])=[O:18])[C:10](=[O:22])[CH:9]=2)[CH:7]=1.[Cl:25][C:26]1[C:34]2[C:29](=[CH:30][CH:31]=[C:32]([NH2:35])[CH:33]=2)[NH:28][N:27]=1. Reported procedure: In two batches, a total of 242 mg (0.68 mmol) of 2-[4-(5-chloro-2-cyanophenyl)-5-methoxy-2-oxopyridin-1(2H)-yl]butanoic acid (racemate) and 404 mg (purity 31%, 0.75 mmol, 1.1 eq.) of 3-chloro-1H-indazole-5-amine were reacted according to General Method 1. The combined crude products were purified by repeated preparative HPLC (Reprosil C18, water/acetonitrile gradient). Yield: 18 mg (purity 94%, 13% of theory) of the title compound Example 196 and 65 mg (55% of theory) of the title compound Examp...